This data is from the Open Reaction Database (ORD), a public repository of structured organic reaction records. The task is: describe an organic reaction: reactants, conditions, products, and yield Reactants: FC1=C(C=C(C=C1)F)B(O)O (2,5-difluorophenylboronic acid), IC=1N=CNC1 (4-iodo-1H-imidazole). Reagents/catalysts: [Cu]Cl (copper(I) chloride). Solvent: CO (methanol). Yields the product EtOAc hexanes, FC1=C(C=C(C=C1)F)N1C=NC(=C1)I (1-(2,5-difluorophenyl)-4-iodo-1H-imidazole). Yield: 19.7%. Reaction SMILES: [F:1][C:2]1[CH:7]=[CH:6][C:5]([F:8])=[CH:4][C:3]=1B(O)O.[I:12][C:13]1[N:14]=[CH:15][NH:16][CH:17]=1>[Cu]Cl.CO>[F:1][C:2]1[CH:7]=[CH:6][C:5]([F:8])=[CH:4][C:3]=1[N:16]1[CH:17]=[C:13]([I:12])[N:14]=[CH:15]1. Reported procedure: Following a procedure similar to that outlined in Chem. Comm. 2004, 188-189: A solution of 2,5-difluorophenylboronic acid (47 mg, 0.30 mmol), 4-iodo-1H-imidazole (46 mg, 0.24 mmol), copper(I) chloride (1.8 mg, 0.018 mmol), and 1 mL of methanol was stirred under air at 60° C. for 3 h, then concentrated. Column chromatography (0-33% EtOAc/hexanes) afforded 14.5 mg (20%) of 1-(2,5-difluorophenyl)-4-iodo-1H-imidazole as a white solid. Starting materials: O=C1N(C(C2=CC=CC=C12)=O)C(C(=O)NCCCC1=CC=CC=C1)CCC=C (2-(1,3-dihydro-l,3-dioxo-2H-isoindol-2-yl)-1-oxo-3-phenylpropyl-5-hexenylamine), O=[O+][O-] (ozone). The solvent is C(Cl)Cl (methylene chloride), CO (methanol). Reaction conditions: temperature -78 celsius, time 8 hour. Product: O=C1N(C(C2=CC=CC=C12)=O)C(C(=O)NCCCC1=CC=CC=C1)CCC=O (2-(1,3-dihydro-1,3-dioxo-2H-isoindol-2-yl)-1-oxo-3-phenylpropyl-5-oxo-pentylamine). Isolated yield 80.0%. Reaction SMILES: [O:1]=[C:2]1[C:10]2[C:5](=[CH:6][CH:7]=[CH:8][CH:9]=2)[C:4](=[O:11])[N:3]1[CH:12]([CH2:25][CH2:26][CH:27]=C)[C:13]([NH:15][CH2:16][CH2:17][CH2:18][C:19]1[CH:24]=[CH:23][CH:22]=[CH:21][CH:20]=1)=[O:14].[O:29]=[O+][O-]>C(Cl)Cl.CO>[O:11]=[C:4]1[C:5]2[C:10](=[CH:9][CH:8]=[CH:7][CH:6]=2)[C:2](=[O:1])[N:3]1[CH:12]([CH2:25][CH2:26][CH:27]=[O:29])[C:13]([NH:15][CH2:16][CH2:17][CH2:18][C:19]1[CH:20]=[CH:21][CH:22]=[CH:23][CH:24]=1)=[O:14]. Procedure details: Dissolve 2-(1,3-dihydro-l,3-dioxo-2H-isoindol-2-yl)-1-oxo-3-phenylpropyl-5-hexenylamine (1.2 g, 3.19 mmol) in methylene chloride (40 mL) and methanol (4 mL) and cool to -78° C. under a nitrogen atmosphere. Treat with ozone until a blue color persists, degas with nitrogen for 20 minutes and add pyridine (0.2 mL). Quench with dimethylsulfide (4 mL) and stir overnight at room temperature. Dilute with methylene chloride (75 mL) and wash with 5% sulfuric acid (40 mL) and brine (40 mL). Dry (Na2SO4) ,... Starting materials: ice water, C(C)C1=C(C(=C2C(OCC2=C1C)=O)O)C/C=C(/CCC(=O)OC)\C (methyl (E)-6-(1,3-dihydro-6-ethyl-4-hydroxy-7-methyl-3-oxoisobenzofuran-5-yl)-4-methyl-4-hexenoate), N1C=NC=C1 (imidazole), [Si](C)(C)(C(C)(C)C)Cl (t-butyldimethylsilyl chloride). Solvent: CN(C=O)C (dimethyl formamide). Conditions: temperature 25 celsius, time 14 hour. Yields the product [Si](C)(C)(C(C)(C)C)OC1=C2C(OCC2=C(C(=C1C/C=C(/CCC(=O)OC)\C)CC)C)=O (methyl (E)-6-(4-t-butyldimethylsilyloxy-1,3-dihydro-6-ethyl-7-methyl-3-oxoisobenzofuran-5-yl)-4-methyl-4-hexenoate). RXN SMILES: [CH2:1]([C:3]1[C:11]([CH3:12])=[C:10]2[C:6]([C:7](=[O:13])[O:8][CH2:9]2)=[C:5]([OH:14])[C:4]=1[CH2:15]/[CH:16]=[C:17](\[CH3:24])/[CH2:18][CH2:19][C:20]([O:22][CH3:23])=[O:21])[CH3:2].N1C=CN=C1.[Si:30](Cl)([C:33]([CH3:36])([CH3:35])[CH3:34])([CH3:32])[CH3:31]>CN(C)C=O>[Si:30]([O:14][C:5]1[C:4]([CH2:15]/[CH:16]=[C:17](\[CH3:24])/[CH2:18][CH2:19][C:20]([O:22][CH3:23])=[O:21])=[C:3]([CH2:1][CH3:2])[C:11]([CH3:12])=[C:10]2[C:6]=1[C:7](=[O:13])[O:8][CH2:9]2)([C:33]([CH3:36])([CH3:35])[CH3:34])([CH3:32])[CH3:31]. Procedure details: A solution of methyl (E)-6-(1,3-dihydro-6-ethyl-4-hydroxy-7-methyl-3-oxoisobenzofuran-5-yl)-4-methyl-4-hexenoate (8.61 g) and imidazole (3.5 g) in dimethyl formamide (40 ml) was treated with t-butyldimethylsilyl chloride (4.50 g) and stirred at 25° C. for 14 hours. The reaction mixture was then poured into ice water and extracted with ether. Drying over magnesium sulfate and evaporation gave methyl (E)-6-(4-t-butyldimethylsilyloxy-1,3-dihydro-6-ethyl-7-methyl-3-oxoisobenzofuran-5-yl)-4-methyl-4-... Reactants: CCO, N#CCc1c(F)cccc1Cl, Cl, NO, [Na+], [Na+], [Na+], O=C([O-])[O-], O, O=P([O-])(O)O. Product: NC(Cc1c(F)cccc1Cl)=NO. Reaction SMILES: [CH3:27][CH2:28][OH:29].[Cl:1][c:2]1[c:3]([CH2:9][C:10]#[N:11])[c:4]([F:8])[cH:5][cH:6][cH:7]1.[ClH:12].[NH2:13][OH:14].[Na+:15].[Na+:16].[Na+:26].[O-:17][C:18](=[O:19])[O-:20].[OH2:30].[P:21]([O-:22])([OH:23])([OH:24])=[O:25]>>[Cl:1][c:2]1[c:3]([CH2:9][C:10]([NH2:11])=[N:13][OH:14])[c:4]([F:8])[cH:5][cH:6][cH:7]1. Starting materials: C(C)(C)(C)OC(=O)NC1CCN(CC1)CC(=O)O ((4-tert-butoxycarbonylaminopiperidin-1-yl)acetic acid), C1(=CC=CC=C1)N (phenylamine), CN(C)C(=[N+](C)C)ON1C2=C(C=CC=C2)N=N1.[B-](F)(F)(F)F (TBTU), CCN(C(C)C)C(C)C (DIPEA). Run in CN(C)C=O (DMF). Yields the product N(C1=CC=CC=C1)C(CN1CCC(CC1)NC(OC(C)(C)C)=O)=O (tert-butyl N-[1-(2-anilino-2-oxo-ethyl)-4-piperidyl]carbamate). As a reaction SMILES: [C:1]([O:5][C:6]([NH:8][CH:9]1[CH2:14][CH2:13][N:12]([CH2:15][C:16]([OH:18])=O)[CH2:11][CH2:10]1)=[O:7])([CH3:4])([CH3:3])[CH3:2].[C:19]1([NH2:25])[CH:24]=[CH:23][CH:22]=[CH:21][CH:20]=1.CN(C(ON1N=NC2C=CC=CC1=2)=[N+](C)C)C.[B-](F)(F)(F)F.CCN(C(C)C)C(C)C>CN(C=O)C>[NH:25]([C:16](=[O:18])[CH2:15][N:12]1[CH2:11][CH2:10][CH:9]([NH:8][C:6](=[O:7])[O:5][C:1]([CH3:2])([CH3:3])[CH3:4])[CH2:14][CH2:13]1)[C:19]1[CH:24]=[CH:23][CH:22]=[CH:21][CH:20]=1 |f:2.3|. Procedure: A mixture of (4-tert-butoxycarbonylaminopiperidin-1-yl)acetic acid (0.50 g; 1.94 mmol), phenylamine (0.18 mL; 1.94 mmol), the coupling reagent TBTU (0.62 g; 1.94 mmol) and DIPEA (0.35 mL; 2.0 mmol) in DMF (5 mL) is stirred at r.t. over night. The solvent is evaporated and the residue is purified by silica gel column chromatography (DCM:MeOH=40:1) to give tert-butyl N-[1-(2-anilino-2-oxo-ethyl)-4-piperidyl]carbamate. Starting materials: FC=1C=CC=2N(C1)C=C(N2)C2=CC=C(C=C2)C(C)=O (1-[4-(6 fluoroimidazo[1,2-a]pyridin-2-yl)phenyl]-1-ethanone), CN(/C=C/C(=O)C1=CC=C(C=C1)C=1N=C2N(C=C(C=C2)F)C1)C ((E)-3-(dimethylamino)-1-[4-(6-fluoroimidazo[1,2-a]pyridin-2-yl)phenyl]-2-propen-1-one). The product is FC=1C=CC=2N(C1)C=C(N2)C2=CC=C(C=C2)C2=NNC=C2 (6-Fluoro-2-[4-(1H-3-pyrazolyl)phenyl]imidazo[1,2-a]pyridine). The yield is 69.5%. RXN SMILES: FC1C=CC2[N:6](C=C(C3C=CC(C(=O)C)=CC=3)N=2)C=1.C[N:21](C)/[CH:22]=[CH:23]/[C:24]([C:26]1[CH:31]=[CH:30][C:29]([C:32]2[N:33]=[C:34]3[CH:39]=[CH:38][C:37]([F:40])=[CH:36][N:35]3[CH:41]=2)=[CH:28][CH:27]=1)=O>>[F:40][C:37]1[CH:38]=[CH:39][C:34]2[N:35]([CH:41]=[C:32]([C:29]3[CH:30]=[CH:31][C:26]([C:24]4[CH:23]=[CH:22][NH:21][N:6]=4)=[CH:27][CH:28]=3)[N:33]=2)[CH:36]=1. Reported procedure: The procedure of Referential Example 6 was repeated, except that 1-[4-(6 fluoroimidazo[1,2-a]pyridin-2-yl)phenyl]-1-ethanone (410 mg), which had been produced in Referential Example 28 was used, to thereby yield (E)-3-(dimethylamino)-1-[4-(6-fluoroimidazo[1,2-a]pyridin-2-yl)phenyl]-2-propen-1-one (120 mg). Subsequently, The procedure of Referential Example 3 was repeated, to thereby yield the title compound (75 mg). Reactants: C1(=CC=CC=C1)C(C1=C(C=CC=C1)N1CCCCC1)N (α-phenyl-2-piperidino-benzylamine), COC=1C=C(C=CC1C(=O)OC)CC(=O)O (3-methoxy-4-methoxycarbonyl-phenylacetic acid). Product: COC1=C(C(=O)OC)C=CC(=C1)CC(=O)NC(C1=C(C=CC=C1)N1CCCCC1)C1=CC=CC=C1 (Methyl 2-methoxy-4-[N-(α-phenyl-2-piperidino-benzyl)aminocarbonylmethyl]-benzoate). Reaction SMILES: [C:1]1([CH:7]([NH2:20])[C:8]2[CH:13]=[CH:12][CH:11]=[CH:10][C:9]=2[N:14]2[CH2:19][CH2:18][CH2:17][CH2:16][CH2:15]2)[CH:6]=[CH:5][CH:4]=[CH:3][CH:2]=1.[CH3:21][O:22][C:23]1[CH:24]=[C:25]([CH2:33][C:34](O)=[O:35])[CH:26]=[CH:27][C:28]=1[C:29]([O:31][CH3:32])=[O:30]>>[CH3:21][O:22][C:23]1[CH:24]=[C:25]([CH2:33][C:34]([NH:20][CH:7]([C:1]2[CH:2]=[CH:3][CH:4]=[CH:5][CH:6]=2)[C:8]2[CH:13]=[CH:12][CH:11]=[CH:10][C:9]=2[N:14]2[CH2:19][CH2:18][CH2:17][CH2:16][CH2:15]2)=[O:35])[CH:26]=[CH:27][C:28]=1[C:29]([O:31][CH3:32])=[O:30]. Reported procedure: Prepared from α-phenyl-2-piperidino-benzylamine and 3-methoxy-4-methoxycarbonyl-phenylacetic acid. Reactants: CS(=O)C (dimethyl sulfoxide), C(C)OP(=O)(OCC)C1C(NCC1)=O.C(C(=O)Cl)(=O)Cl (oxalyl chloride 3-(diethylphosphono)-2-oxopyrrolidine), [H-].[Na+] (sodium hydride), C(C=C)OC(=O)N1[C@@H](C[C@@H](C1)SC(C1=CC=CC=C1)(C1=CC=CC=C1)C1=CC=CC=C1)CO ((2S,4S)-N-allyloxycarbonyl-2-hydroxymethyl-4-tritylthiopyrrolidine). The product is C(C=C)OC(=O)N1[C@@H](C[C@@H](C1)S)/C=C/C(=O)N(C)C ((E)-3-[(2S,4S)-N-Allyloxycarbonyl-4-mercaptopyrrolidin-2-yl]-N,N-dimethylacrylamide). Yield: 21.4%. As a reaction SMILES: [CH2:1]([O:4][C:5]([N:7]1[CH2:11][C@@H:10]([S:12]C(C2C=CC=CC=2)(C2C=CC=CC=2)C2C=CC=CC=2)[CH2:9][C@H:8]1[CH2:32]O)=[O:6])[CH:2]=[CH2:3].CS(C)=O.C(OP([CH:46]1C[CH2:49][NH:48][C:47]1=[O:51])(OCC)=O)C.[C:52](Cl)(=O)C(Cl)=O.[H-].[Na+]>>[CH2:1]([O:4][C:5]([N:7]1[CH2:11][C@@H:10]([SH:12])[CH2:9][C@H:8]1/[CH:32]=[CH:46]/[C:47]([N:48]([CH3:52])[CH3:49])=[O:51])=[O:6])[CH:2]=[CH2:3] |f:2.3,4.5|. Procedure: The same operation as in Reference Example 4-1) was carried out by using (2S,4S)-N-allyloxycarbonyl-2-hydroxymethyl-4-tritylthiopyrrolidine (the compound obtained in Reference Example 3-1); 11.12 g, 24.2 mmol), dimethyl sulfoxide (4.81 ml, 67.7 mmol), oxalyl chloride 3-(diethylphosphono)-2-oxopyrrolidine (5.35 g, 24.2 mmol) and 60% sodium hydride (870 mg, 21.8 mmol), followed by flash column chromatographic purification on silica gel (Wakogel® C-300, 100 ml, elution with hexane-ethyl acetate 1:1...